This data is from the Open Reaction Database (ORD), a public repository of structured organic reaction records. The task is: describe an organic reaction: reactants, conditions, products, and yield Reactants: FC(C=1C=C(C=C(C1)C(F)(F)F)[C@@H]1[C@@H](N(C(O1)=O)CC=1C=C2CNCC2=CC1C1=C(C=C(C(=C1)C(C)C)F)OC)C)(F)F ((4S,5R)-5-[3,5-bis(trifluoromethyl)phenyl]-3-{[6-(4-fluoro-5-isopropyl-2-methoxyphenyl)-2,3-dihydro-1H-isoindol-5-yl]methyl}-4-methyl-1,3-oxazolidin-2-one), [BH3-]C#N.[Na+] (NaCNBH3), CC(=O)O (AcOH), C=O (formaldehyde). Run in CO (MeOH). Conditions: time 16 hour. Product: FC(C=1C=C(C=C(C1)C(F)(F)F)[C@@H]1[C@@H](N(C(O1)=O)CC=1C=C2CN(CC2=CC1C1=C(C=C(C(=C1)C(C)C)F)OC)C)C)(F)F ((4S,5R)-5-[3,5-bis(trifluoromethyl)phenyl]-3-{[6-(4-fluoro-5-isopropyl-2-methoxyphenyl)-2-methyl-2,3-dihydro-1H-isoindol-5-yl]methyl}-4-methyl-1,3-oxazolidin-2-one). RXN SMILES: [F:1][C:2]([F:43])([F:42])[C:3]1[CH:4]=[C:5]([C@H:13]2[O:17][C:16](=[O:18])[N:15]([CH2:19][C:20]3[CH:21]=[C:22]4[C:26](=[CH:27][C:28]=3[C:29]3[CH:34]=[C:33]([CH:35]([CH3:37])[CH3:36])[C:32]([F:38])=[CH:31][C:30]=3[O:39][CH3:40])[CH2:25][NH:24][CH2:23]4)[C@H:14]2[CH3:41])[CH:6]=[C:7]([C:9]([F:12])([F:11])[F:10])[CH:8]=1.[BH3-][C:45]#N.[Na+].CC(O)=O.C=O>CO>[F:12][C:9]([F:10])([F:11])[C:7]1[CH:6]=[C:5]([C@H:13]2[O:17][C:16](=[O:18])[N:15]([CH2:19][C:20]3[CH:21]=[C:22]4[C:26](=[CH:27][C:28]=3[C:29]3[CH:34]=[C:33]([CH:35]([CH3:36])[CH3:37])[C:32]([F:38])=[CH:31][C:30]=3[O:39][CH3:40])[CH2:25][N:24]([CH3:45])[CH2:23]4)[C@H:14]2[CH3:41])[CH:4]=[C:3]([C:2]([F:1])([F:42])[F:43])[CH:8]=1 |f:1.2|. Procedure: To a solution of (4S,5R)-5-[3,5-bis(trifluoromethyl)phenyl]-3-{[6-(4-fluoro-5-isopropyl-2-methoxyphenyl)-2,3-dihydro-1H-isoindol-5-yl]methyl}-4-methyl-1,3-oxazolidin-2-one (8.3 mg, 0.0136 mmol) in MeOH (0.2 mL), was added NaCNBH3 (1.0 mg, 0.0163 mmol), AcOH (3.85 uL, 0.068 mmol) and formaldehyde (38%) (1.3 uL, 0.0176 mmol). The resulting mixture was stirred at room temperature for 16 h. The reaction mixture was washed with sat. aq. NaHCO3. The aqueous layer was extracted with EtOAc (2×). The com... The reactants are COC(=O)C=1N(S(C2=C(C1SC1=CC3=C(OCO3)C=C1)C=CC=C2)(=O)=O)CC2=CC1=C(OCO1)C=C2 (2-benzo[1,3]dioxol-5-ylmethyl-4-(benzo[1,3]dioxol-5-ylsulfanyl)-1,1-dioxo-1,2-dihydro-1λ6 -benzo[e][1,2]thiazine-3-carboxylic acid methyl ester), CO (methanol), [Li+].[OH-] (LiOH). Solvent: C1CCOC1 (THF), O (water), O (water), Cl (HCl). Conditions: time 5 hour. Product: O1COC2=C1C=CC(=C2)CN2S(C1=C(C(=C2C(=O)O)SC2=CC3=C(OCO3)C=C2)C=CC=C1)(=O)=O (2-Benzo[1,3]dioxol-5-ylmethyl-4-(benzo[1,3]dioxol-5-ylsulfanyl)-1,1-dioxo-1,2-dihydro-1λ6 -benzo[e][1,2]thiazine-3-carboxylic acid). The yield is 87.9%. As a reaction SMILES: C[O:2][C:3]([C:5]1[N:6]([CH2:27][C:28]2[CH:36]=[CH:35][C:31]3[O:32][CH2:33][O:34][C:30]=3[CH:29]=2)[S:7](=[O:26])(=[O:25])[C:8]2[CH:24]=[CH:23][CH:22]=[CH:21][C:9]=2[C:10]=1[S:11][C:12]1[CH:20]=[CH:19][C:15]2[O:16][CH2:17][O:18][C:14]=2[CH:13]=1)=[O:4].CO.[Li+].[OH-]>C1COCC1.O.Cl>[O:32]1[C:31]2[CH:35]=[CH:36][C:28]([CH2:27][N:6]3[C:5]([C:3]([OH:4])=[O:2])=[C:10]([S:11][C:12]4[CH:20]=[CH:19][C:15]5[O:16][CH2:17][O:18][C:14]=5[CH:13]=4)[C:9]4[CH:21]=[CH:22][CH:23]=[CH:24][C:8]=4[S:7]3(=[O:26])=[O:25])=[CH:29][C:30]=2[O:34][CH2:33]1 |f:2.3|. Procedure details: To 2-benzo[1,3]dioxol-5-ylmethyl-4-(benzo[1,3]dioxol-5-ylsulfanyl)-1,1-dioxo-1,2-dihydro-1λ6 -benzo[e][1,2]thiazine-3-carboxylic acid methyl ester (0.467 g, 0.89 mmol) in THF:methanol:water (5 mL:2 mL:2 mL) was added LiOH(0.46 g, 19 mmol). Stirred at room temperature for 5 hours, diluted with water (80 mL) and 50% HCl (10 mL) then extracted with chloroform (3×80 mL). Dried with magnesium sulfate and removed solvent to afford the title compound as a foam (0.4 g, 88%); The reactants are COC=C1C(=O)NC(=O)c2ccccc21, CN(C)C=O, Nc1ccc(O)c(O)c1. The product is O=C1NC(=O)c2ccccc2C1=CNc1ccc(O)c(O)c1. As a reaction SMILES: [CH3:1][O:2][CH:3]=[C:4]1[C:5](=[O:15])[NH:6][C:7](=[O:14])[c:8]2[cH:9][cH:10][cH:11][cH:12][c:13]21.[CH3:25][N:26]([CH3:27])[CH:28]=[O:29].[OH:16][c:17]1[cH:18][c:19]([NH2:20])[cH:21][cH:22][c:23]1[OH:24]>>[CH:3](=[C:4]1[C:5](=[O:15])[NH:6][C:7](=[O:14])[c:8]2[cH:9][cH:10][cH:11][cH:12][c:13]21)[NH:20][c:19]1[cH:18][c:17]([OH:16])[c:23]([OH:24])[cH:22][cH:21]1. Reaction SMILES: [C:27]([Si:28]([CH3:29])([CH3:30])[n:31]1[c:32]2[n:33][cH:34][cH:35][c:36]([Cl:41])[c:37]2[cH:38][cH:39]1)([CH3:40])([CH3:42])[CH3:43].[CH3:1][C:2]1([CH3:26])[O:3][C:4](=[O:25])[CH:5]([CH:9]([c:10]2[cH:11][nH:12][c:13]3[n:14][cH:15][cH:16][cH:17][c:18]23)[c:19]2[cH:20][cH:21][cH:22][cH:23][cH:24]2)[C:6](=[O:8])[O:7]1>>[CH3:1][C:2]1([CH3:26])[O:3][C:4](=[O:25])[CH:5]([CH:9]([c:10]2[cH:11][nH:12][c:13]3[n:14][cH:15][cH:16][c:17]([Cl:41])[c:18]23)[c:19]2[cH:20][cH:21][cH:22][cH:23][cH:24]2)[C:6](=[O:8])[O:7]1. Starting materials: CC(C)(C)[Si](C)(C)n1ccc2c(Cl)ccnc21, CC1(C)OC(=O)C(C(c2ccccc2)c2c[nH]c3ncccc23)C(=O)O1. Yields the product CC1(C)OC(=O)C(C(c2ccccc2)c2c[nH]c3nccc(Cl)c23)C(=O)O1. Starting materials: BrCCOCCOC (1-bromo-2-(2-methoxyethoxy)ethane), [N+](=O)([O-])C=1C(=NNC1C(=O)OC)C(=O)OC (Dimethyl 4-nitro-1H-pyrazole-3,5-dicarboxylate), C([O-])([O-])=O.[K+].[K+] (potassium carbonate), BrCCOCCOC (1-bromo-2-(2-methoxyethoxy)ethane), C([O-])([O-])=O.[K+].[K+] (potassium carbonate). Solvent: CN(C=O)C (N,N-dimethylformamide), CN(C=O)C (N,N-dimethylformamide). Reaction conditions: temperature 30 celsius, time 18 hour. Yields the product COCCOCCN1N=C(C(=C1C(=O)OC)[N+](=O)[O-])C(=O)OC (Dimethyl 1-[2-(2-methoxyethoxy)ethyl]-4-nitro-1H-pyrazole-3,5-dicarboxylate). RXN SMILES: [N+:1]([C:4]1[C:5]([C:13]([O:15][CH3:16])=[O:14])=[N:6][NH:7][C:8]=1[C:9]([O:11][CH3:12])=[O:10])([O-:3])=[O:2].C(=O)([O-])[O-].[K+].[K+].Br[CH2:24][CH2:25][O:26][CH2:27][CH2:28][O:29][CH3:30]>CN(C)C=O>[CH3:30][O:29][CH2:28][CH2:27][O:26][CH2:25][CH2:24][N:7]1[C:8]([C:9]([O:11][CH3:12])=[O:10])=[C:4]([N+:1]([O-:3])=[O:2])[C:5]([C:13]([O:15][CH3:16])=[O:14])=[N:6]1 |f:1.2.3|. Reported procedure: Dimethyl 4-nitro-1H-pyrazole-3,5-dicarboxylate (9.53 g, 41.6 mmol) and potassium carbonate (3.44 g, 25 mmol) were dissolved in N,N-dimethylformamide (140 mL) under nitrogen. The mixture was then treated with a solution of 1-bromo-2-(2-methoxyethoxy)ethane (9.90 g, 54 mmol) in N,N-dimethylformamide (10 mL). The reaction mixture was stirred at 30° C. for 18 hours and then allowed to cool to room temperature. Additional 1-bromo-2-(2-methoxyethoxy)ethane (9.90 g, 54 mmol) and potassium carbonate (3.... Starting materials: C[Mg]Br (methylmagnesium bromide), C(C)OC(CO[C@@H]1C[C@@H](C1)N1C=2N(C(=C(C1=O)CC1=C(C=C(C=C1)C1=C(C=CC=C1)C#N)F)CCC)N=CN2)=O (Ethyl[(cis-3-{6-[(2′-cyano-3-fluorobiphenyl-4-yl)methyl]-5-oxo-7-propyl[1,2,4]triazolo[1,5-a]pyrimidin-4(5H)-yl}cyclobutyl)oxy]acetate), Cl (hydrochloric acid). The solvent is O1CCCC1 (tetrahydrofuran). Run at time 1 hour. The product is FC=1C=C(C=CC1CC=1C(N(C=2N(C1CCC)N=CN2)[C@@H]2C[C@@H](C2)OCC(C)(C)O)=O)C=2C(=CC=CC2)C#N (3′-fluoro-4′-({4-[cis-3-(2-hydroxy-2-methylpropoxy)cyclobutyl]-5-oxo-7-propyl-4,5-dihydro[1,2,4]triazolo[1,5-a]pyrimidin-6-yl}methyl)biphenyl-2-carbonitrile). The yield is 120.3%. RXN SMILES: C(OC(=O)[CH2:5][O:6][C@H:7]1[CH2:10][C@@H:9]([N:11]2[C:16](=[O:17])[C:15]([CH2:18][C:19]3[CH:24]=[CH:23][C:22]([C:25]4[CH:30]=[CH:29][CH:28]=[CH:27][C:26]=4[C:31]#[N:32])=[CH:21][C:20]=3[F:33])=[C:14]([CH2:34][CH2:35][CH3:36])[N:13]3[N:37]=[CH:38][N:39]=[C:12]23)[CH2:8]1)C.C[Mg]Br.Cl>O1CCCC1>[F:33][C:20]1[CH:21]=[C:22]([C:25]2[C:26]([C:31]#[N:32])=[CH:27][CH:28]=[CH:29][CH:30]=2)[CH:23]=[CH:24][C:19]=1[CH2:18][C:15]1[C:16](=[O:17])[N:11]([C@H:9]2[CH2:10][C@@H:7]([O:6][CH2:5][C:7]([OH:6])([CH3:10])[CH3:8])[CH2:8]2)[C:12]2[N:13]([N:37]=[CH:38][N:39]=2)[C:14]=1[CH2:34][CH2:35][CH3:36]. Procedure: Ethyl[(cis-3-{6-[(2′-cyano-3-fluorobiphenyl-4-yl)methyl]-5-oxo-7-propyl[1,2,4]triazolo[1,5-a]pyrimidin-4(5H)-yl}cyclobutyl)oxy]acetate (0.29 g) was dissolved in tetrahydrofuran (3 mL), methylmagnesium bromide (1.6 mL, 1.0 M tetrahydrofuran solution) was added dropwise at 0° C., and the mixture was stirred at room temperature for 1 hr. The reaction mixture was added to 1 M hydrochloric acid, and the mixture was extracted with ethyl acetate. The organic layer was washed with saturated brine, and d...